describe an organic reaction: reactants, conditions, products, and yield From a dataset of the Open Reaction Database (ORD), a public repository of structured organic reaction records. Starting materials: NC1=CC=C(CC2=NC=3N(C(N(C(C3N2)=O)CC2=C(C=CC=C2)F)=O)CCCC)C=C1 (8-(4-amino-benzyl)-3-butyl-1-(2-fluoro-benzyl)-3,7-dihydro-purine-2,6-dione), CC=1C=C(C=CC1)S(=O)(=O)Cl (3-methyl-benzenesulfonyl chloride). The product is C(CCC)N1C(N(C(C=2NC(=NC12)CC1=CC=C(C=C1)NS(=O)(=O)C1=CC(=CC=C1)C)=O)CC1=C(C=CC=C1)F)=O (N-{4-[3-Butyl-1-(2-fluoro-benzyl)-2,6-dioxo-2,3,6,7-tetrahydro-1H-purin-8-ylmethyl]-phenyl}-3-methyl-benzenesulfonamide). Reaction SMILES: [NH2:1][C:2]1[CH:31]=[CH:30][C:5]([CH2:6][C:7]2[NH:15][C:14]3[C:13](=[O:16])[N:12]([CH2:17][C:18]4[CH:23]=[CH:22][CH:21]=[CH:20][C:19]=4[F:24])[C:11](=[O:25])[N:10]([CH2:26][CH2:27][CH2:28][CH3:29])[C:9]=3[N:8]=2)=[CH:4][CH:3]=1.[CH3:32][C:33]1[CH:34]=[C:35]([S:39](Cl)(=[O:41])=[O:40])[CH:36]=[CH:37][CH:38]=1>>[CH2:26]([N:10]1[C:9]2[N:8]=[C:7]([CH2:6][C:5]3[CH:4]=[CH:3][C:2]([NH:1][S:39]([C:35]4[CH:36]=[CH:37][CH:38]=[C:33]([CH3:32])[CH:34]=4)(=[O:41])=[O:40])=[CH:31][CH:30]=3)[NH:15][C:14]=2[C:13](=[O:16])[N:12]([CH2:17][C:18]2[CH:23]=[CH:22][CH:21]=[CH:20][C:19]=2[F:24])[C:11]1=[O:25])[CH2:27][CH2:28][CH3:29]. Reported procedure: Prepared from 8-(4-amino-benzyl)-3-butyl-1-(2-fluoro-benzyl)-3,7-dihydro-purine-2,6-dione and 3-methyl-benzenesulfonyl chloride. Purity (ELSD, based on MW=575.7)=93%. The reactants are NC1=C(C(=O)NC2=NC=C(C=C2)Cl)C=CC(=C1)C(=O)OC (2-amino-N-(5-chloropyridin-2-yl)-4-methoxycarbonylbenzamide), C(C)(C)(C)OC(=O)N1CCC(CC1)CC=O (1-(tert-butoxycarbonyl)piperidine-4-acetaldehyde), CCOC(=O)C (EtOAc). The solvent is C(Cl)Cl (methylene chloride). The product is ClC=1C=CC(=NC1)NC(C1=C(C=C(C=C1)C(=O)OC)NC(C)C1CCN(CC1)C(=O)OC(C)(C)C)=O (N-(5-Chloropyridin-2-yl)-2-[[1-(1-Boc-piperidin-4-yl)ethyl]amino]-4-methoxycarbonylbenzamide). The yield is 61.5%. RXN SMILES: [NH2:1][C:2]1[CH:17]=[C:16]([C:18]([O:20][CH3:21])=[O:19])[CH:15]=[CH:14][C:3]=1[C:4]([NH:6][C:7]1[CH:12]=[CH:11][C:10]([Cl:13])=[CH:9][N:8]=1)=[O:5].[C:22]([O:26][C:27]([N:29]1[CH2:34][CH2:33][CH:32]([CH2:35][CH:36]=O)[CH2:31][CH2:30]1)=[O:28])([CH3:25])([CH3:24])[CH3:23].CCOC(C)=O>C(Cl)Cl>[Cl:13][C:10]1[CH:11]=[CH:12][C:7]([NH:6][C:4](=[O:5])[C:3]2[CH:14]=[CH:15][C:16]([C:18]([O:20][CH3:21])=[O:19])=[CH:17][C:2]=2[NH:1][CH:35]([CH:32]2[CH2:31][CH2:30][N:29]([C:27]([O:26][C:22]([CH3:23])([CH3:25])[CH3:24])=[O:28])[CH2:34][CH2:33]2)[CH3:36])=[N:8][CH:9]=1. Procedure details: Using a similar procedure to that described in Example 47-C, 2-amino-N-(5-chloropyridin-2-yl)-4-methoxycarbonylbenzamide (2.7 g, 8.8 mmol) and 1-(tert-butoxycarbonyl)piperidine-4-acetaldehyde (3.0 g, 13 mmol) afforded, after trituration with EtOAc:methylene chloride, 2.8 g (61%) of the title compound. The reactants are C(C)OC(C(=O)NC=1C=CC(C(=CC1)O)=O)=O ([(5-hydroxy-4-oxo-2,5,7-cycloheptatrien-1-yl)amino]oxo-acetic acid ethyl ester), C(C)OC(C(=O)NC=1C(C(=CC=CC1)O)=O)=O ([(3-hydroxy-2-oxo-3,5,7-cycloheptatrien-1-yl)amino]oxo-acetic acid ethyl ester). Product: COC(C(=O)NC=1C(C(=CC=CC1)OC)=O)=O ([(3-methoxy-2-oxo-3,5,7-cycloheptatrien-1-yl)amino]oxo-acetic acid methyl ester). RXN SMILES: [CH2:1](OC(=O)C(NC1C=CC(=O)C(O)=CC=1)=O)C.[CH2:18]([O:20][C:21](=[O:34])[C:22]([NH:24][C:25]1[C:26](=[O:33])[C:27]([OH:32])=[CH:28][CH:29]=[CH:30][CH:31]=1)=[O:23])C>>[CH3:18][O:20][C:21](=[O:34])[C:22]([NH:24][C:25]1[C:26](=[O:33])[C:27]([O:32][CH3:1])=[CH:28][CH:29]=[CH:30][CH:31]=1)=[O:23]. Reported procedure: In the same manner but replacing [(5-hydroxy-4-oxo-2,5,7-cycloheptatrien-1-yl)amino]oxo-acetic acid ethyl ester with an equivalent amount of [(3-hydroxy-2-oxo-3,5,7-cycloheptatrien-1-yl)amino]oxo-acetic acid ethyl ester (described in Example 5), [(3-methoxy-2-oxo-3,5,7-cycloheptatrien-1-yl)amino]oxo-acetic acid methyl ester is obtained. Starting materials: C(C)(=O)N(C=1C=C(OCC(=O)OC)C=CC1)CC=1OC(=C(N1)C1=CC=CC=C1)C1=CC=CC=C1 (methyl [3-[N-acetyl-[(4,5-diphenyl-2-oxazolyl)methyl]amino]phenoxy]acetate), O[Li].O (LiOH.H2O), O[Li].O (LiOH.H2O). Run in CO (MeOH). Run at time 15 hour. Yields the product C(C)(=O)N(C=1C=C(OCC(=O)O)C=CC1)CC=1OC(=C(N1)C1=CC=CC=C1)C1=CC=CC=C1 ([3-[N-acetyl-[(4,5-diphenyl-2-oxazolyl) methyl]amino]phenoxy]acetic acid). Yield: 88.7%. As a reaction SMILES: [C:1]([N:4]([CH2:17][C:18]1[O:19][C:20]([C:29]2[CH:34]=[CH:33][CH:32]=[CH:31][CH:30]=2)=[C:21]([C:23]2[CH:28]=[CH:27][CH:26]=[CH:25][CH:24]=2)[N:22]=1)[C:5]1[CH:6]=[C:7]([CH:14]=[CH:15][CH:16]=1)[O:8][CH2:9][C:10]([O:12]C)=[O:11])(=[O:3])[CH3:2].O[Li].O>CO>[C:1]([N:4]([CH2:17][C:18]1[O:19][C:20]([C:29]2[CH:34]=[CH:33][CH:32]=[CH:31][CH:30]=2)=[C:21]([C:23]2[CH:24]=[CH:25][CH:26]=[CH:27][CH:28]=2)[N:22]=1)[C:5]1[CH:6]=[C:7]([CH:14]=[CH:15][CH:16]=1)[O:8][CH2:9][C:10]([OH:12])=[O:11])(=[O:3])[CH3:2] |f:1.2|. Procedure details: A mixture of methyl [3-[N-acetyl-[(4,5-diphenyl-2-oxazolyl)methyl]amino]phenoxy]acetate (0.58 g, 1.3 mmol), LiOH.H2O (0.05 g, 1.3 mmol) and MeOH (30 mL) was stirred at room temperature for about 15 hours before adding LiOH.H2O (0.05 g, 1.3 mmol). After about 1 hour, the solvent was evaporated, the residue diluted with 1N HC1 solution and extracted with CH2Cl2. The combined extracts were washed with saturated NaCl solution, dried over MgSO4 and concentrated in vacuo to leave [3-[N-acetyl-[(4,5-di... Reactants: O (H2O), [H-].[H-].[H-].[H-].[Li+].[Al+3] (LiAlH4), N1(C=NC=C1)C=1CCC2=CC=C(C=C2C1)C(=O)OCC (1,2-dihydro-3-(1-imidazolyl)-6-ethoxycarbonyl-naphthalene). The solvent is C1CCOC1 (THF), C1CCOC1 (THF). Run at time 8 hour. The product is N1(C=NC=C1)C=1CCC2=CC=C(C=C2C1)CO (1,2-dihydro-3-(1-imidazolyl)-6-hydroxymethyl-naphthalene). Isolated yield 84.7%. As a reaction SMILES: [H-].[H-].[H-].[H-].[Li+].[Al+3].[N:7]1([C:12]2[CH2:13][CH2:14][C:15]3[C:20]([CH:21]=2)=[CH:19][C:18]([C:22](OCC)=[O:23])=[CH:17][CH:16]=3)[CH:11]=[CH:10][N:9]=[CH:8]1.O>C1COCC1>[N:7]1([C:12]2[CH2:13][CH2:14][C:15]3[C:20]([CH:21]=2)=[CH:19][C:18]([CH2:22][OH:23])=[CH:17][CH:16]=3)[CH:11]=[CH:10][N:9]=[CH:8]1 |f:0.1.2.3.4.5|. Procedure: To a suspension of LiAlH4 (202 mg) in dry THF (2.4 ml) a solution of 1,2-dihydro-3-(1-imidazolyl)-6-ethoxycarbonyl-naphthalene (2.8 g) in dry THF (22 ml) was added dropwise at 0° C. under nitrogen atmosphere. The reaction mixture was refluxed for 1 day and then stirred overnight at room temperature. H2O (40 ml) was added and the precipitate formed filtered off. The filtrate was concentrated, extracted with CHCl3, dried (Na2SO4) and evaporated under vacuum to give 1,2-dihydro-3-(1-imidazolyl)-6-h...